This data is from the Open Reaction Database (ORD), a public repository of structured organic reaction records. The task is: describe an organic reaction: reactants, conditions, products, and yield Procedure: 2-(4-Dimethylamino-4-phenylcyclohexylidene)-N-(1H-indol-3-ylmethyl)acetamide (120 mg, 0.309 mmol) was dissolved in ethyl methyl ketone (5 ml), and chlorotrimethylsilane (0.058 ml, 0.46 mmol) was added. After 1.5 h the hydrochloride was isolated with an m.p. of 173-185° C. in a yield of 63% (82 mg). Isolated yield 63.0%. Product: Cl.CN(C1(CCC(CC1)=CC(=O)NCC1=CNC2=CC=CC=C12)C1=CC=CC=C1)C (2-(4-Dimethylamino-4-phenylcyclohexylidene)-N-(1H-indol-3-ylmethyl)acetamide hydrochloride). As a reaction SMILES: [CH3:1][N:2]([CH3:29])[C:3]1([C:23]2[CH:28]=[CH:27][CH:26]=[CH:25][CH:24]=2)[CH2:8][CH2:7][C:6](=[CH:9][C:10]([NH:12][CH2:13][C:14]2[C:22]3[C:17](=[CH:18][CH:19]=[CH:20][CH:21]=3)[NH:16][CH:15]=2)=[O:11])[CH2:5][CH2:4]1.[Cl:30][Si](C)(C)C>CC(CC)=O>[ClH:30].[CH3:29][N:2]([CH3:1])[C:3]1([C:23]2[CH:28]=[CH:27][CH:26]=[CH:25][CH:24]=2)[CH2:8][CH2:7][C:6](=[CH:9][C:10]([NH:12][CH2:13][C:14]2[C:22]3[C:17](=[CH:18][CH:19]=[CH:20][CH:21]=3)[NH:16][CH:15]=2)=[O:11])[CH2:5][CH2:4]1 |f:3.4|. The solvent is CC(=O)CC (ethyl methyl ketone). The reactants are CN(C1(CCC(CC1)=CC(=O)NCC1=CNC2=CC=CC=C12)C1=CC=CC=C1)C (2-(4-Dimethylamino-4-phenylcyclohexylidene)-N-(1H-indol-3-ylmethyl)acetamide), Cl[Si](C)(C)C (chlorotrimethylsilane).